Dataset: the Open Reaction Database (ORD), a public repository of structured organic reaction records. Task: describe an organic reaction: reactants, conditions, products, and yield Run in O (water). RXN SMILES: [CH3:1][CH:2]1[CH:6]([CH3:7])[O:5][CH:4]([CH2:8][NH:9][C:10]2[CH:15]=[CH:14][CH:13]=[CH:12][C:11]=2OCC)[O:3]1.[CH2:19]([O:21][CH2:22]C)[CH3:20].[C:24](=[O:27])([O-])[O-].[Na+].[Na+].[Cl:30]CC(Cl)=O>O>[CH3:7][CH:6]1[CH:2]([CH3:1])[O:3][CH:4]([CH2:8][N:9]([C:24](=[O:27])[CH:22]([O:21][CH2:19][CH3:20])[Cl:30])[C:10]2[CH:11]=[CH:12][CH:13]=[CH:14][CH:15]=2)[O:5]1 |f:2.3.4|. Reported procedure: N-(4,5-Dimethyl-1,3-dioxolan-2-ylmethyl)-2-ethoxyaniline (5.41 ml; 0.022 mole), diethyl ether (30 ml), sodium carbonate (4.66 grams) and water (50 ml) were charged into a glass reaction vessel equipped with stirrer, thermometer and cooling means. The mixture was cooled to a temperature of 4° to 6° C. and chloroacetyl chloride (2.71 ml) was slowly added with stirring. After the addition was completed stirring was continued for a period of 1 hour. After this time the organic phase was separated fr... The product is CC1OC(OC1C)CN(C1=CC=CC=C1)C(C(Cl)OCC)=O (N-(4,5-dimethyl-1,3-dioxolan-2-ylmethyl)-2-ethoxy-α-chloroacetanilide). Reactants: ClCC(=O)Cl (chloroacetyl chloride), CC1OC(OC1C)CNC1=C(C=CC=C1)OCC (N-(4,5-Dimethyl-1,3-dioxolan-2-ylmethyl)-2-ethoxyaniline), C(C)OCC (diethyl ether), C([O-])([O-])=O.[Na+].[Na+] (sodium carbonate). Run at time 1 hour.